From a dataset of the Open Reaction Database (ORD), a public repository of structured organic reaction records. describe an organic reaction: reactants, conditions, products, and yield The reactants are CN(NC(=O)[C@@H]1NCCC1)C ((R)—N′,N′-dimethylpyrrolidine-2-carbohydrazide), CCN=C=NCCCN(C)C.Cl (EDCI.HCl), O[C@@H]([C@H](CC1=CC=CC=C1)NC(=O)C=1C=C(C(=O)O)C=CC1)CNCC=1C=NC=C(C1)C(C)C (3-((2S,3R)-3-hydroxy-4-((5-isopropylpyridin-3-yl)methylamino)-1-phenylbutan-2-ylcarbamoyl)benzoic acid), CCN(C(C)C)C(C)C (DIPEA), O1C(=CC2=C1C=CC=C2)CNC(OC(C)(C)C)=O (tert-butyl benzofuran-2-ylmethylcarbamate), C=1C=CC2=C(C1)N=NN2O (HOBT), ester. Solvent: O (water), C(Cl)Cl (CH2Cl2), CN(C)C=O (DMF), O (H2O), C(Cl)Cl (CH2Cl2). Conditions: time 8 hour. Yields the product CN(NC(=O)[C@@H]1N(CCC1)C(=O)C=1C=C(C(=O)N[C@@H](CC2=CC=CC=C2)[C@@H](CNCC=2C=NC=C(C2)C(C)C)O)C=CC1)C (3-((R)-2-(2,2-dimethylhydrazinecarbonyl)pyrrolidine-1-carbonyl)-N-((2S,3R)-3-hydroxy-4-((5-isopropylpyridin-3-yl)methylamino)-1-phenylbutan-2-yl)benzamide). Yield: 4.9%. RXN SMILES: [CH3:1][N:2]([CH3:11])[NH:3][C:4]([C@H:6]1[CH2:10][CH2:9][CH2:8][NH:7]1)=[O:5].CCN(C(C)C)C(C)C.C1C=CC2N(O)N=NC=2C=1.[OH:31][C@H:32]([CH2:53][NH:54][CH2:55][C:56]1[CH:57]=[N:58][CH:59]=[C:60]([CH:62]([CH3:64])[CH3:63])[CH:61]=1)[C@@H:33]([NH:41][C:42]([C:44]1[CH:45]=[C:46]([CH:50]=[CH:51][CH:52]=1)[C:47](O)=[O:48])=[O:43])[CH2:34][C:35]1[CH:40]=[CH:39][CH:38]=[CH:37][CH:36]=1.CCN=C=NCCCN(C)C.Cl.O1C2C=CC=CC=2C=C1CNC(=O)OC(C)(C)C>C(Cl)Cl.O.CN(C=O)C>[CH3:1][N:2]([CH3:11])[NH:3][C:4]([C@H:6]1[CH2:10][CH2:9][CH2:8][N:7]1[C:47]([C:46]1[CH:45]=[C:44]([CH:52]=[CH:51][CH:50]=1)[C:42]([NH:41][C@H:33]([C@H:32]([OH:31])[CH2:53][NH:54][CH2:55][C:56]1[CH:57]=[N:58][CH:59]=[C:60]([CH:62]([CH3:64])[CH3:63])[CH:61]=1)[CH2:34][C:35]1[CH:36]=[CH:37][CH:38]=[CH:39][CH:40]=1)=[O:43])=[O:48])=[O:5] |f:4.5|. Reported procedure: A flask containing (R)—N′,N′-dimethylpyrrolidine-2-carbohydrazide was evacuated and back-filling with Ar (×3), followed by the sequential addition of 1 mL anhydrous CH2Cl2 and DIPEA (0.22 ml, 0.16 g, 1.24 mmol, 8 eq). In a separate flask HOBT.H2O (0.023 g, 0.17 mmol, 1.1 eq) was added to a stirred solution of 3-((2S,3R)-3-hydroxy-4-((5-isopropylpyridin-3-yl)methylamino)-1-phenylbutan-2-ylcarbamoyl)benzoic acid (0.0714 g, 0.155 mmol, 1 eq) in 4 ml anhydrous CH2Cl2 at and 1 ml anhydrous DMF at 0° ... Reactants: [H-].[Al+3].[Li+].[H-].[H-].[H-] (lithium aluminum hydride), C12CC(CCC2C1)C(=O)OC (methyl bicyclo[4.1.0]heptane-3-carboxylate). Run in C(C)OCC (diethyl ether), C(C)OCC (diethyl ether). Reaction conditions: temperature 0 celsius, time 0.5 hour. Yields the product C12CC(CCC2C1)CO (bicyclo[4.1.0]heptan-3-ylmethanol). Isolated yield 85.3%. RXN SMILES: [H-].[Al+3].[Li+].[H-].[H-].[H-].[CH:7]12[CH2:13][CH:12]1[CH2:11][CH2:10][CH:9]([C:14](OC)=[O:15])[CH2:8]2>C(OCC)C>[CH:7]12[CH2:13][CH:12]1[CH2:11][CH2:10][CH:9]([CH2:14][OH:15])[CH2:8]2 |f:0.1.2.3.4.5|. Reported procedure: To a mixture of lithium aluminum hydride (0.74 g, 19.50 mmol) in anhydrous diethyl ether (11 mL) was added a solution of methyl bicyclo[4.1.0]heptane-3-carboxylate (1.00 g, 6.50 mmol) in anhydrous diethyl ether (4.6 mL) at 0° C. The resulting mixture stirred at 0° C. for 0.5 hour. The mixture was slowly quenched with water (1 mL) at 0° C. and warmed to ambient temperature. The mixture was filtered through diatomaceous earth and washed with diethyl ether. The filtrate was concentrated in vacuo to... Starting materials: BrC=1C(=CC2=C(N=C(S2)NC(=O)NCC)C1)OCC1OCCC1 (1-(5-Bromo-6-((tetrahydrofuran-2-yl)methoxy)benzo[d]thiazol-2-yl)-3-ethylurea), 4,4,5,5-tetramethyl-1,3,2-dioxaborolon-2-yl, ester, C(C)NC(=O)NC=1SC2=C(N1)C=C(C=C2C2=NC=CC=C2)C=2C=NC(=NC2)C(C)(C)O (1-Ethyl-3-(5-(2-(2-hydroxypropan-2-yl)pyrimidin-5-yl)-7-(pyridin-2-yl)benzo[d]thiazol-2-yl)urea), P(=O)([O-])([O-])[O-].[K+].[K+].[K+] (potassium phosphate). The reagents and catalysts are C1=CC=C(C=C1)P([C-]2C=CC=C2)C3=CC=CC=C3.C1=CC=C(C=C1)P([C-]2C=CC=C2)C3=CC=CC=C3.Cl[Pd]Cl.[Fe+2] (Pd(dppf)Cl2). The solvent is O1CCOCC1.CO (1,4-dioxane MeOH). Conditions: temperature 80 celsius. Product: C(C)NC(=O)NC=1SC2=C(N1)C=C(C(=C2)OCC2OCCC2)C=2C=NC(=NC2)C(C)(C)O (1-Ethyl-3-(5-(2-(2-hydroxypropan-2-yl)pyrimidin-5-yl)-6-((tetrahydrofuran-2-yl)methoxy)benzo[d]thiazol-2-yl)urea). The yield is 43.7%. Reaction SMILES: Br[C:2]1[C:3]([O:17][CH2:18][CH:19]2[CH2:23][CH2:22][CH2:21][O:20]2)=[CH:4][C:5]2[S:9][C:8]([NH:10][C:11]([NH:13][CH2:14][CH3:15])=[O:12])=[N:7][C:6]=2[CH:16]=1.C(NC(NC1SC2C(C3C=CC=CN=3)=CC([C:45]3[CH:46]=[N:47][C:48]([C:51]([OH:54])([CH3:53])[CH3:52])=[N:49][CH:50]=3)=CC=2N=1)=O)C.P([O-])([O-])([O-])=O.[K+].[K+].[K+]>O1CCOCC1.CO.C1C=CC(P(C2C=CC=CC=2)[C-]2C=CC=C2)=CC=1.C1C=CC(P(C2C=CC=CC=2)[C-]2C=CC=C2)=CC=1.Cl[Pd]Cl.[Fe+2]>[CH2:14]([NH:13][C:11]([NH:10][C:8]1[S:9][C:5]2[CH:4]=[C:3]([O:17][CH2:18][CH:19]3[CH2:23][CH2:22][CH2:21][O:20]3)[C:2]([C:45]3[CH:46]=[N:47][C:48]([C:51]([OH:54])([CH3:53])[CH3:52])=[N:49][CH:50]=3)=[CH:16][C:6]=2[N:7]=1)=[O:12])[CH3:15] |f:2.3.4.5,6.7,8.9.10.11|. Procedure: To a solution of iv (0.303 g, 0.75 mmol) and the 4,4,5,5-tetramethyl-1,3,2-dioxaborolon-2-yl) ester of Precursor 1 (0.20 g, 0.75 mmol) in 1,4-dioxane:MeOH (5:3, 8.0 mL) was added potassium phosphate (0.24 g, 1.13 mmol) at RT. The mixture was degassed for 15-20 min by purging N2 followed by the addition of Pd(dppf)Cl2 (0.062 g, 0.075 mmol). The mixture was degassed for 15-20 min and heated at 80° C. for 5 h. The reaction mixture was cooled to RT, diluted with EtOAc (500 ml) and filtered through c...